Dataset: the Open Reaction Database (ORD), a public repository of structured organic reaction records. Task: describe an organic reaction: reactants, conditions, products, and yield Reactants: C1(=CC=C(C=C1)S(=O)(=O)O)C (p-toluenesulphonic acid), C#CCCCC(C)O (1-heptyn-6-ol), O1CCCC=C1 (dihydropyran). Solvent: CCOCC (ether). Conditions: time 18 hour. Product: O1C(CCCC1)OC(CCCC#C)C (6-[(tetrahydro-2H-pyran-2-yl)oxy]-1-heptyne). Yield: 96.0%. RXN SMILES: [CH:1]#[C:2][CH2:3][CH2:4][CH2:5][CH:6]([OH:8])[CH3:7].C1(C)C=CC(S(O)(=O)=O)=CC=1.[O:20]1[CH:25]=[CH:24][CH2:23][CH2:22][CH2:21]1>CCOCC>[O:20]1[CH2:25][CH2:24][CH2:23][CH2:22][CH:21]1[O:8][CH:6]([CH3:7])[CH2:5][CH2:4][CH2:3][C:2]#[CH:1]. Procedure: Alcohol 5 (7.7 g, 68.75 mmol) was dissolved in 75 mL dry ether and cooled to 0°. A few crystals of p-toluenesulphonic acid were added, followed by dropwise addition of 6.35 g (75.6 mmol) of dihydropyran. The solution was warmed to 20°, stirred for 18 hr, and then extracted with saturated aqueous NaHCO3 (25 mL) and brine (25 mL). The solution was dried (MgSO4), concentrated in vacuo, and distilled, yielding 12.96 g of 6 (96% yield). Reactants: C(=O)([O-])[O-].[Na+].[Na+] (Na2CO3), crude mixture, C(=O)(O)[O-].[Na+] (NaHCO3), BrC1=CC=C2C(=N1)SC(=N2)NC(C2=CC=C(C=C2)C(C)(C)C)=O (N-(5-bromothiazolo[5,4-b]pyridin-2-yl)-4-tert-butylbenzamide), CC1(OB(OC1(C)C)C1=CC=NC=C1)C (4-(4,4,5,5-tetramethyl-1,3,2-dioxaborolan-2-yl)pyridine). Reagents/catalysts: C1=CC=C(C=C1)P([C-]2C=CC=C2)C3=CC=CC=C3.C1=CC=C(C=C1)P([C-]2C=CC=C2)C3=CC=CC=C3.Cl[Pd]Cl.[Fe+2].C(Cl)Cl (PdCl2(dppf) DCM). Run in O1CCOCC1 (dioxane), CN(C)C=O (DMF), N#N (N2). Reaction conditions: temperature 120 celsius. Yields the product C(C)(C)(C)C1=CC=C(C(=O)NC=2SC3=NC(=CC=C3N2)C2=CC=NC=C2)C=C1 (4-tert-butyl-N-(5-(pyridin-4-yl)thiazolo[5,4-b]pyridin-2-yl)benzamide). Yield: 50.0%. RXN SMILES: Br[C:2]1[N:7]=[C:6]2[S:8][C:9]([NH:11][C:12](=[O:23])[C:13]3[CH:18]=[CH:17][C:16]([C:19]([CH3:22])([CH3:21])[CH3:20])=[CH:15][CH:14]=3)=[N:10][C:5]2=[CH:4][CH:3]=1.CC1(C)C(C)(C)OB([C:32]2[CH:37]=[CH:36][N:35]=[CH:34][CH:33]=2)O1.C([O-])([O-])=O.[Na+].[Na+].C([O-])(O)=O.[Na+]>O1CCOCC1.CN(C=O)C.N#N.C1C=CC(P(C2C=CC=CC=2)[C-]2C=CC=C2)=CC=1.C1C=CC(P(C2C=CC=CC=2)[C-]2C=CC=C2)=CC=1.Cl[Pd]Cl.[Fe+2].C(Cl)Cl>[C:19]([C:16]1[CH:17]=[CH:18][C:13]([C:12]([NH:11][C:9]2[S:8][C:6]3[C:5]([N:10]=2)=[CH:4][CH:3]=[C:2]([C:32]2[CH:37]=[CH:36][N:35]=[CH:34][CH:33]=2)[N:7]=3)=[O:23])=[CH:14][CH:15]=1)([CH3:22])([CH3:21])[CH3:20] |f:2.3.4,5.6,10.11.12.13.14|. Procedure: The titled compound was prepared using a procedure analogous to that described in connection with 9 (Example 9). To a microwave vial, N-(5-bromothiazolo[5,4-b]pyridin-2-yl)-4-tert-butylbenzamide (4A, 120 mg, 1.0 equivalent) and 4-(4,4,5,5-tetramethyl-1,3,2-dioxaborolan-2-yl)pyridine (1.2 equivalent) in dioxane (0.17 M) and DMF (0.51 M) was stirred in N2. Followed by addition of Na2CO3 (2 M aqueous solution, 8.0 equivalents) and PdCl2(dppf)/DCM adduct (0.05 equivalent). The mixture was heated at ... Product: Nc1nc(Cl)nc(N2CCCCC2)n1. Reaction SMILES: [CH2:16]1[O:17][CH2:18][CH2:19][O:20][CH2:21]1.[Cl:2][c:3]1[n:4][c:5]([N:10]2[CH2:11][CH2:12][CH2:13][CH2:14][CH2:15]2)[n:6][c:7]([Cl:9])[n:8]1.[NH3:1]>>[NH2:1][c:3]1[n:4][c:5]([N:10]2[CH2:11][CH2:12][CH2:13][CH2:14][CH2:15]2)[n:6][c:7]([Cl:9])[n:8]1. Reactants: C1COCCO1, Clc1nc(Cl)nc(N2CCCCC2)n1, N. Starting materials: C1CCOC1, C[Mg+], COc1cc2nc(Cl)nc(-c3ccc(C(C)C)cc3)c2cc1OC, [I-]. Yields the product COc1cc2nc(C)nc(-c3ccc(C(C)C)cc3)c2cc1OC. Reaction SMILES: [CH2:28]1[O:29][CH2:30][CH2:31][CH2:32]1.[CH3:2][Mg+:3].[Cl:4][c:5]1[n:6][c:7]2[cH:8][c:9]([O:26][CH3:27])[c:10]([O:24][CH3:25])[cH:11][c:12]2[c:13](-[c:15]2[cH:16][cH:17][c:18]([CH:21]([CH3:22])[CH3:23])[cH:19][cH:20]2)[n:14]1.[I-:1]>>[CH3:2][c:5]1[n:6][c:7]2[cH:8][c:9]([O:26][CH3:27])[c:10]([O:24][CH3:25])[cH:11][c:12]2[c:13](-[c:15]2[cH:16][cH:17][c:18]([CH:21]([CH3:22])[CH3:23])[cH:19][cH:20]2)[n:14]1. The reactants are OC(c1ccccc1)c1ccccc1, O=C=Nc1cc(C(F)(F)F)cc(C(F)(F)F)c1, CCC(C)(C)c1ccc(Oc2ccc(C(F)(F)F)cc2N)c(C(=O)O)c1, c1ccncc1. The product is CCC(C)(C)c1ccc(Oc2ccc(C(F)(F)F)cc2NC(=O)Nc2cc(C(F)(F)F)cc(C(F)(F)F)c2)c(C(=O)O)c1. Reaction SMILES: [CH:27]([OH:28])([c:29]1[cH:30][cH:31][cH:32][cH:33][cH:34]1)[c:35]1[cH:36][cH:37][cH:38][cH:39][cH:40]1.[F:41][C:42]([c:43]1[cH:44][c:45]([N:53]=[C:54]=[O:55])[cH:46][c:47]([C:49]([F:50])([F:51])[F:52])[cH:48]1)([F:56])[F:57].[NH2:1][c:2]1[c:3]([O:4][c:5]2[c:6]([C:7](=[O:8])[OH:9])[cH:10][c:11]([C:14]([CH2:15][CH3:16])([CH3:17])[CH3:18])[cH:12][cH:13]2)[cH:19][cH:20][c:21]([C:23]([F:24])([F:25])[F:26])[cH:22]1.[cH:58]1[cH:59][cH:60][n:61][cH:62][cH:63]1>>[NH:1]([c:2]1[c:3]([O:4][c:5]2[c:6]([C:7](=[O:8])[OH:9])[cH:10][c:11]([C:14]([CH2:15][CH3:16])([CH3:17])[CH3:18])[cH:12][cH:13]2)[cH:19][cH:20][c:21]([C:23]([F:24])([F:25])[F:26])[cH:22]1)[C:54]([NH:53][c:45]1[cH:44][c:43]([C:42]([F:41])([F:56])[F:57])[cH:48][c:47]([C:49]([F:50])([F:51])[F:52])[cH:46]1)=[O:55].